The task is: describe an organic reaction: reactants, conditions, products, and yield. This data is from the Open Reaction Database (ORD), a public repository of structured organic reaction records. Starting materials: CNS(=O)(=O)C (N-methylmethanesulfonamide), FC1=C(C=CC=C1)[N+](=O)[O-] (1-fluoro-2-nitrobenzene), C([O-])([O-])=O.[Cs+].[Cs+] (cesium carbonate). The solvent is C(C)#N (acetonitrile). Run at time 12 hour. Product: CN(S(=O)(=O)C)C1=C(C=CC=C1)[N+](=O)[O-] (N-methyl-N-(2-nitrophenyl)methanesulfonamide). Isolated yield 55.3%. As a reaction SMILES: C(=O)([O-])[O-].[Cs+].[Cs+].[CH3:7][NH:8][S:9]([CH3:12])(=[O:11])=[O:10].F[C:14]1[CH:19]=[CH:18][CH:17]=[CH:16][C:15]=1[N+:20]([O-:22])=[O:21]>C(#N)C>[CH3:7][N:8]([C:14]1[CH:19]=[CH:18][CH:17]=[CH:16][C:15]=1[N+:20]([O-:22])=[O:21])[S:9]([CH3:12])(=[O:11])=[O:10] |f:0.1.2|. Procedure: To a suspension of cesium carbonate (20.2 g, 0.065 mol) in acetonitrile (500 mL) at room temperature was added N-methylmethanesulfonamide (5.33 g, 0.049 mol) and 1-fluoro-2-nitrobenzene (4.59 g, 0.033 mol) dropwise over 10-15 minutes. The reaction was stirred at room temperature for 12 hours. Upon completion, the mixture was filtered and then concentrated. The residue was purified by silica gel chromatography (dichloromethane) to afford the product N-methyl-N-(2-nitrophenyl)methanesulfonamide (4... Starting materials: C1(CCCC1)C(C(=O)OCC)CC=C (ethyl 2-cyclopentylpent-4-enoate), [H-].[Al+3].[Li+].[H-].[H-].[H-] (lithium aluminum hydride), [F-].[Na+] (sodium fluoride). Run in O1CCCC1 (tetrahydrofuran), O1CCCC1 (tetrahydrofuran), O1CCCC1 (tetrahydrofuran), O (water), C(C)(=O)OCC (Ethyl acetate). Reaction conditions: temperature 0 celsius, time 1 hour. The product is C1(CCCC1)C(CO)CC=C (2-Cyclopentylpent-4-en-1-ol). Reaction SMILES: [CH:1]1([CH:6]([CH2:12][CH:13]=[CH2:14])[C:7](OCC)=[O:8])[CH2:5][CH2:4][CH2:3][CH2:2]1.[H-].[Al+3].[Li+].[H-].[H-].[H-].[F-].[Na+]>O1CCCC1.O.C(OCC)(=O)C>[CH:1]1([CH:6]([CH2:12][CH:13]=[CH2:14])[CH2:7][OH:8])[CH2:5][CH2:4][CH2:3][CH2:2]1 |f:1.2.3.4.5.6,7.8|. Procedure details: A tetrahydrofuran (15 mL) solution of ethyl 2-cyclopentylpent-4-enoate (6.10 g, 31.6 mmol) was added dropwise over 20 minutes to a tetrahydrofuran (40 mL) solution of lithium aluminum hydride (1.21 g, 31.9 mmol) cooled to 0° C., and the mixture was then stirred at 0° C. for 1 hour and then stirred at room temperature for 2 hours. The mixture was cooled again to 0° C. Ethyl acetate (14.0 mL), water (11.3 mL), tetrahydrofuran (21.0 mL), and sodium fluoride (13.4 g) were added thereto, and the mixt... Starting materials: CCCCCCC (n-heptane), C(C)OC(CCCN[C@@H](CN1C(N(C(=C(C1=O)C1=C(C(=CC=C1)OC)F)C)CC1=C(C=CC=C1C(F)(F)F)F)=O)C1=CC=CC=C1)=O (4-((R)-2-[5-(2-fluoro-3-methoxy-phenyl)-3-(2-fluoro-6-trifluoromethyl-benzyl)-4-methyl-2,6-dioxo-3,6-dihydro-2H-pyrimidin-1-yl]-1-phenyl-ethylamino)-butyric acid ethyl ester), Cl (HCl). The solvent is C(C)(C)OC(=O)C (i-PrOAc), O (water). Conditions: time 18 hour. Product: Cl.C(C)OC(CCCN[C@@H](CN1C(N(C(=C(C1=O)C1=C(C(=CC=C1)OC)F)C)CC1=C(C=CC=C1C(F)(F)F)F)=O)C1=CC=CC=C1)=O (4-((R)-2-[5-(2-Fluoro-3-methoxy-phenyl)-3-(2-fluoro-6-trifluoromethyl-benzyl)-4-methyl-2,6-dioxo-3,6-dihydro-2H-pyrimidin-1-yl]-1-phenyl-ethylamino)-butyric acid ethyl ester HCl salt). Yield: 86.7%. As a reaction SMILES: [CH2:1]([O:3][C:4](=[O:47])[CH2:5][CH2:6][CH2:7][NH:8][C@H:9]([C:41]1[CH:46]=[CH:45][CH:44]=[CH:43][CH:42]=1)[CH2:10][N:11]1[C:16](=[O:17])[C:15]([C:18]2[CH:23]=[CH:22][CH:21]=[C:20]([O:24][CH3:25])[C:19]=2[F:26])=[C:14]([CH3:27])[N:13]([CH2:28][C:29]2[C:34]([C:35]([F:38])([F:37])[F:36])=[CH:33][CH:32]=[CH:31][C:30]=2[F:39])[C:12]1=[O:40])[CH3:2].[ClH:48].CCCCCCC>C(OC(C)=O)(C)C.O>[ClH:48].[CH2:1]([O:3][C:4](=[O:47])[CH2:5][CH2:6][CH2:7][NH:8][C@H:9]([C:41]1[CH:42]=[CH:43][CH:44]=[CH:45][CH:46]=1)[CH2:10][N:11]1[C:16](=[O:17])[C:15]([C:18]2[CH:23]=[CH:22][CH:21]=[C:20]([O:24][CH3:25])[C:19]=2[F:26])=[C:14]([CH3:27])[N:13]([CH2:28][C:29]2[C:34]([C:35]([F:38])([F:37])[F:36])=[CH:33][CH:32]=[CH:31][C:30]=2[F:39])[C:12]1=[O:40])[CH3:2] |f:5.6|. Reported procedure: To a stock solution of 4-((R)-2-[5-(2-fluoro-3-methoxy-phenyl)-3-(2-fluoro-6-trifluoromethyl-benzyl)-4-methyl-2,6-dioxo-3,6-dihydro-2H-pyrimidin-1-yl]-1-phenyl-ethylamino)-butyric acid ethyl ester (=6.55 g, 9.94 mmol) in i-PrOAc (140 mL) was added conc. HCl (12 N, 0.88 mL, 10.6 mmol) solution in water dropwise at room temperature over 2 min. Approximately 95 mL of water and i-PrOAc mixture was removed by distillation under reduced pressure. Isopropyl alcohol (1.28 mL) was added to provide a homo... The reactants are C(C1=CC=CC=C1)OC[C@@H](CO[Si](C(C)C)(C(C)C)C(C)C)OC1=CC=C(C=C1)C1=CC=C(C=C1)OC(F)(F)F (4-[((1S)-2-(benzyloxy)-1-{[(triisopropylsilyl)oxy]methyl}ethyl)oxy]-4′-(trifluoromethoxy)-1,1′-biphenyl). The reagents and catalysts are [Pd] (Pd—C). The solvent is CCOC(=O)C.CCO (EtOAc EtOH). Reaction conditions: time 4 hour. Product: FC(OC1=CC=C(C=C1)C1=CC=C(C=C1)O[C@@H](CO)CO[Si](C(C)C)(C(C)C)C(C)C)(F)F ((2S)-2-{[4′-(trifluoromethoxy)[1,1′-biphenyl]-4-yl]oxy}-3-[(triisopropylsilyl)oxy]-1-propanol). Reaction SMILES: C([O:8][CH2:9][C@H:10]([O:23][C:24]1[CH:29]=[CH:28][C:27]([C:30]2[CH:35]=[CH:34][C:33]([O:36][C:37]([F:40])([F:39])[F:38])=[CH:32][CH:31]=2)=[CH:26][CH:25]=1)[CH2:11][O:12][Si:13]([CH:20]([CH3:22])[CH3:21])([CH:17]([CH3:19])[CH3:18])[CH:14]([CH3:16])[CH3:15])C1C=CC=CC=1>[Pd].CCOC(C)=O.CCO>[F:40][C:37]([F:38])([F:39])[O:36][C:33]1[CH:32]=[CH:31][C:30]([C:27]2[CH:28]=[CH:29][C:24]([O:23][C@H:10]([CH2:11][O:12][Si:13]([CH:17]([CH3:19])[CH3:18])([CH:20]([CH3:21])[CH3:22])[CH:14]([CH3:16])[CH3:15])[CH2:9][OH:8])=[CH:25][CH:26]=2)=[CH:35][CH:34]=1 |f:2.3|. Procedure: A mixture of the benzyl ether 80 (10.79 g, 0.019 mol) and 5% Pd—C (500 mg) in 1:1 EtOAc/EtOH (250 mL) was hydrogenated at 60 psi for 4 h. The catalyst was removed by filtration through Celite and the filtrate was concentrated under reduced pressure to give (2S)-2-{[4′-(trifluoromethoxy)[1,1′-biphenyl]-4-yl]oxy}-3-[(triisopropylsilyl)oxy]-1-propanol (81) as a viscous oil, sufficiently pure for use in the next step. Iodine (6.03 g, 0.024 mol) was added in portions at 20° C. to a vigorously stirred... The reactants are [OH-].[K+] (KOH), C(CCCC)OC(CCCC(C(=O)OCC)C(=O)OCC)C (ethyl 6-pentyloxy-2-ethoxycarbonylheptanoate). Run in O (water), O (water). Product: C(CCCC)OC(CCCCC(=O)O)C (6-pentyloxyheptanoic acid). Yield: 84.5%. As a reaction SMILES: [OH-].[K+].[CH2:3]([O:8][CH:9]([CH3:24])[CH2:10][CH2:11][CH2:12][CH:13](C(OCC)=O)[C:14]([O:16]CC)=[O:15])[CH2:4][CH2:5][CH2:6][CH3:7]>O>[CH2:3]([O:8][CH:9]([CH3:24])[CH2:10][CH2:11][CH2:12][CH2:13][C:14]([OH:16])=[O:15])[CH2:4][CH2:5][CH2:6][CH3:7] |f:0.1|. Procedure details: Then, 18.6 g of water was added to 18.6 g of 85% KOH, and under stirring, 25.8 g of the above diester was dropped in 30 min. at 20°-23° C. After the addition, the mixture was stirred for 4 hours at the temperature and extracted with benzene. The benzene layer was washed with 5% NaOH aqueous solution and added to the aqueous layer. The aqueous layer was acidified to pH 1 with 6N-hydrochloric acid and extracted with ether. The ether layer was washed with saturated NaCl aqueous solution and dried, ... The reactants are COc1cc2ncnc(Oc3ccc(N)c(F)c3)c2cc1OC, CO, ClC(Cl)Cl, Cc1ccccc1N=C=O. As a reaction SMILES: [CH3:1][O:2][c:3]1[cH:4][c:5]2[c:6]([O:15][c:16]3[cH:17][c:18]([F:23])[c:19]([NH2:20])[cH:21][cH:22]3)[n:7][cH:8][n:9][c:10]2[cH:11][c:12]1[O:13][CH3:14].[CH3:34][OH:35].[CH:36]([Cl:37])([Cl:38])[Cl:39].[c:24]1([CH3:33])[c:25]([N:30]=[C:31]=[O:32])[cH:26][cH:27][cH:28][cH:29]1>>[CH3:1][O:2][c:3]1[cH:4][c:5]2[c:6]([O:15][c:16]3[cH:17][c:18]([F:23])[c:19]([NH:20][C:31]([NH:30][c:25]4[c:24]([CH3:33])[cH:29][cH:28][cH:27][cH:26]4)=[O:32])[cH:21][cH:22]3)[n:7][cH:8][n:9][c:10]2[cH:11][c:12]1[O:13][CH3:14]. The product is COc1cc2ncnc(Oc3ccc(NC(=O)Nc4ccccc4C)c(F)c3)c2cc1OC. Reactants: C(C)(C)(C)OC(=O)NC1[C@@H]2N(C(=C(CS2)C=CSC2=NC=CC=C2)C(=O)OC(C2=CC=CC=C2)C2=CC=CC=C2)C1=O (benzhydryl 7-tert-butoxycarbonylamino-3-[2-(2-pyridyl)thiovinyl]-3-cephem-4-carboxylate), CI (methyl iodide), C(C)(C)OC(C)C (diisopropyl ether). Solvent: CN(C=O)C (N,N-dimethylformamide). Reaction conditions: time 9 day. The product is [I-].C(C)(C)(C)OC(=O)NC1[C@@H]2N(C(=C(CS2)C=CS[CH2+]2N(C=CC=C2)C)C(=O)OC(C2=CC=CC=C2)C2=CC=CC=C2)C1=O (benzhydryl 7-tert-butoxycarbonylamino-3-[2-(1-methyl-2-pyridinio)thiovinyl]-3-cephem-4-carboxylate iodide). As a reaction SMILES: [C:1]([O:5][C:6]([NH:8][CH:9]1[C:41](=[O:42])[N:11]2[C:12]([C:25]([O:27][CH:28]([C:35]3[CH:40]=[CH:39][CH:38]=[CH:37][CH:36]=3)[C:29]3[CH:34]=[CH:33][CH:32]=[CH:31][CH:30]=3)=[O:26])=[C:13]([CH:16]=[CH:17][S:18][C:19]3[CH:24]=[CH:23][CH:22]=[CH:21][N:20]=3)[CH2:14][S:15][C@H:10]12)=[O:7])([CH3:4])([CH3:3])[CH3:2].C[I:44].[CH:45](OC(C)C)(C)C>CN(C)C=O>[I-:44].[C:1]([O:5][C:6]([NH:8][CH:9]1[C:41](=[O:42])[N:11]2[C:12]([C:25]([O:27][CH:28]([C:35]3[CH:36]=[CH:37][CH:38]=[CH:39][CH:40]=3)[C:29]3[CH:30]=[CH:31][CH:32]=[CH:33][CH:34]=3)=[O:26])=[C:13]([CH:16]=[CH:17][S:18][CH2+:19]3[CH:24]=[CH:23][CH:22]=[CH:21][N:20]3[CH3:45])[CH2:14][S:15][C@H:10]12)=[O:7])([CH3:4])([CH3:2])[CH3:3] |f:4.5|. Reported procedure: A mixture of benzhydryl 7-tert-butoxycarbonylamino-3-[2-(2-pyridyl)thiovinyl]-3-cephem-4-carboxylate (trans isomer) (5.0 g) N,N-dimethylformamide (25 ml) and methyl iodide (5 ml) was allowed to stand for 9 days at ambient temperature. The reaction mixture was poured into diisopropyl ether and the resultant oily residue was triturated with ethyl acetate and collected by filtration to give benzhydryl 7-tert-butoxycarbonylamino-3-[2-(1-methyl-2-pyridinio)thiovinyl]-3-cephem-4-carboxylate iodide (tr... Starting materials: CC(C)=CCC\C(\C)=C\CO (geraniol), OC\C=C(/CCC=C(C)C)\C (nerol), C1(CCC(=O)O1)=O (succinic anhydride), ( c ). Solvent: O (water). Product: C(CCC(=O)OC\C=C(/C)\CCC=C(C)C)(=O)OC\C=C(/C)\CCC=C(C)C (Digeranyl Succinate). RXN SMILES: [CH3:1][C:2](=[CH:4][CH2:5][CH2:6]/[C:7](=[CH:9]/[CH2:10][OH:11])/[CH3:8])[CH3:3].[OH:12][CH2:13]/[CH:14]=[C:15](/[CH3:22])\[CH2:16][CH2:17][CH:18]=[C:19]([CH3:21])[CH3:20].[C:23]1(=O)[O:28][C:26](=[O:27])[CH2:25][CH2:24]1>O>[C:23]([O:12][CH2:13]/[CH:14]=[C:15](/[CH2:16][CH2:17][CH:18]=[C:19]([CH3:21])[CH3:20])\[CH3:22])(=[O:28])[CH2:24][CH2:25][C:26]([O:11][CH2:10]/[CH:9]=[C:7](/[CH2:6][CH2:5][CH:4]=[C:2]([CH3:1])[CH3:3])\[CH3:8])=[O:27]. Reported procedure: Synthesis (c): A mixture of geraniol and nerol (approximately 70:30 by weight) in the amount of 94.86 g (0.615 mol) and succinic anhydride in the amount of 20.51 g (0.205 mol) are combined at room temperature. The mixture is heated to 140° C. for 6 h while water is removed using an argon sparge. After cooling to room temperature, the mixture is placed in a Kugelrohr oven and concentrated at 80°-85° C. for 5.5 h. Purity of the product is determined by thin layer chromatography and the structure c...